Dataset: the Open Reaction Database (ORD), a public repository of structured organic reaction records. Task: describe an organic reaction: reactants, conditions, products, and yield Starting materials: C1(=C(C=CC=C1)C1C(CCCC1)=O)C (2-o-tolyl-cyclohexanone), C(C)(=O)[O-].[NH4+] (ammonium acetate), C(=O)(O)[O-].[Na+] (NaHCO3), C(#N)[BH3-].[Na+] (sodiumcyanoborohydride). Run in CO (methanol). Run at time 16 hour. Product: C1(=CC(=CC=C1)[C@@H]1[C@@H](CCCC1)N)C ((cis) 2-m-tolyl-cyclohexylamine). The yield is 15.8%. As a reaction SMILES: [C:1]1(C)C=[CH:5][CH:4]=[CH:3][C:2]=1[CH:7]1[CH2:12][CH2:11][CH2:10][CH2:9][C:8]1=O.[C:15]([O-])(=O)[CH3:16].[NH4+].C([BH3-])#[N:21].[Na+].C([O-])(O)=O.[Na+]>CO>[C:15]1([CH3:16])[CH:5]=[CH:4][CH:3]=[C:2]([C@H:7]2[CH2:12][CH2:11][CH2:10][CH2:9][C@H:8]2[NH2:21])[CH:1]=1 |f:1.2,3.4,5.6|. Procedure details: To 2-o-tolyl-cyclohexanone (0.22 g) in methanol (30 ml) was added ammonium acetate (0.90 g) and the reaction was allowed to stir at room temperature for 16 hours. After such time sodiumcyanoborohydride (91 mg) was added to the reaction mixture and stirred for 10 minutes. The reaction mixture was then treated with a saturated aqueous solution of NaHCO3, and extracted with ethyl acetate (2×50 ml). The combined organic phases were dried over sodium sulfate, concentrated in vacuo and purified by col...